Dataset: the Open Reaction Database (ORD), a public repository of structured organic reaction records. Task: describe an organic reaction: reactants, conditions, products, and yield Starting materials: NC=1SC(=CC1C(=O)N)C1=CC=C(C=C1)F (2-amino-5-(4-fluorophenyl)- 3-thiophenecarboxamide), N1=CC=CC=C1 (pyridine), C(C)(=O)Cl (acetyl chloride). Run in O (water). Run at time 30 minute. The product is C(C)(=O)NC=1SC(=CC1C(=O)N)C1=CC=C(C=C1)F (2-acetamido-5-(4-fluorophenyl)- 3-thiophenecarboxamide). Reaction SMILES: [NH2:1][C:2]1[S:3][C:4]([C:10]2[CH:15]=[CH:14][C:13]([F:16])=[CH:12][CH:11]=2)=[CH:5][C:6]=1[C:7]([NH2:9])=[O:8].N1C=CC=CC=1.[C:23](Cl)(=[O:25])[CH3:24]>O>[C:23]([NH:1][C:2]1[S:3][C:4]([C:10]2[CH:15]=[CH:14][C:13]([F:16])=[CH:12][CH:11]=2)=[CH:5][C:6]=1[C:7]([NH2:9])=[O:8])(=[O:25])[CH3:24]. Reported procedure: A vigorously stirred mixture of 2-amino-5-(4-fluorophenyl)- 3-thiophenecarboxamide (0.01 mole) and pyridine (20 ml) at 0° was treated dropwise with acetyl chloride (0.011 mole). The resulting solution was stirred a further 30 minutes at 0° and then poured on to cold water. The precipitate was collected by filtration, washed with water and dried. Recrystallisation from ethanol yielded 2-acetamido-5-(4-fluorophenyl)- 3-thiophenecarboxamide (90°/o, m.p. 230°-3°). The reactants are BrBr, CC(=O)O, CCNc1nc(C)c2ccc(=O)n(C3CCCCC3)c2n1, ClCCl. The product is CCNc1nc(C)c2cc(Br)c(=O)n(C3CCCCC3)c2n1. RXN SMILES: [Br:22][Br:23].[C:24]([OH:25])(=[O:26])[CH3:27].[CH:1]1([n:7]2[c:8](=[O:21])[cH:9][cH:10][c:11]3[c:12]2[n:13][c:14]([NH:18][CH2:19][CH3:20])[n:15][c:16]3[CH3:17])[CH2:2][CH2:3][CH2:4][CH2:5][CH2:6]1.[Cl:28][CH2:29][Cl:30]>>[CH:1]1([n:7]2[c:8](=[O:21])[c:9]([Br:22])[cH:10][c:11]3[c:12]2[n:13][c:14]([NH:18][CH2:19][CH3:20])[n:15][c:16]3[CH3:17])[CH2:2][CH2:3][CH2:4][CH2:5][CH2:6]1. Reactants: Cc1ccccc1, Nc1ccccc1Cl, Clc1nc(Cl)nc(Cl)n1, O. The product is Clc1nc(Cl)nc(Nc2ccccc2Cl)n1. Reaction SMILES: [CH3:19][c:20]1[cH:21][cH:22][cH:23][cH:24][cH:25]1.[Cl:11][c:12]1[c:13]([NH2:14])[cH:15][cH:16][cH:17][cH:18]1.[Cl:1][c:2]1[n:3][c:4]([Cl:5])[n:6][c:7]([Cl:8])[n:9]1.[OH2:10]>>[c:2]1([NH:14][c:13]2[c:12]([Cl:11])[cH:18][cH:17][cH:16][cH:15]2)[n:3][c:4]([Cl:5])[n:6][c:7]([Cl:8])[n:9]1. Reactants: Clc1ccc(C2CCc3cc(Br)cnc3O2)cc1Cl, CCOC(C)=O, CCCCCC, O, OO. Yields the product Oc1cnc2c(c1)CCC(c1ccc(Cl)c(Cl)c1)O2. Reaction SMILES: [Br:1][c:2]1[cH:3][c:4]2[c:5]([n:6][cH:7]1)[O:8][CH:9]([c:12]1[cH:13][c:14]([Cl:19])[c:15]([Cl:18])[cH:16][cH:17]1)[CH2:10][CH2:11]2.[C:28]([O:29][CH2:31][CH3:32])(=[O:30])[CH3:33].[CH3:22][CH2:23][CH2:24][CH2:25][CH2:26][CH3:27].[OH2:34].[OH:20][OH:21]>>[c:2]1([OH:30])[cH:3][c:4]2[c:5]([n:6][cH:7]1)[O:8][CH:9]([c:12]1[cH:13][c:14]([Cl:19])[c:15]([Cl:18])[cH:16][cH:17]1)[CH2:10][CH2:11]2.